From a dataset of the Open Reaction Database (ORD), a public repository of structured organic reaction records. describe an organic reaction: reactants, conditions, products, and yield The reactants are COC=1C(=O)C=CC(C1OC)=O (2,3-dimethoxybenzo-1,4-quinone), ClC(C=COC)=C (3-chloro-1-methoxy-1,3-butadiene). The solvent is C1=CC=CC=C1 (benzene). The product is COC=1C(C2=CC=C(C=C2C(C1OC)=O)Cl)=O (2,3-dimethoxy-6-chloro-1,4-naphthoquinone). RXN SMILES: [CH3:1][O:2][C:3]1[C:4]([CH:6]=[CH:7][C:8](=[O:12])[C:9]=1[O:10][CH3:11])=[O:5].[Cl:13][C:14](=[CH2:19])[CH:15]=[CH:16]OC>C1C=CC=CC=1>[CH3:11][O:10][C:9]1[C:8](=[O:12])[C:7]2[C:6]([C:4](=[O:5])[C:3]=1[O:2][CH3:1])=[CH:19][C:14]([Cl:13])=[CH:15][CH:16]=2. Procedure: A benzene (8 ml) solution of 2,3-dimethoxybenzo-1,4-quinone (1.0 g, 5.9 mmol) and 3-chloro-1-methoxy-1,3-butadiene (1.4 g, 12.0 mmol) is stirred for 35 hours under an inert atmosphere. After this time, oxygen or air is briefly bubbled through the solution (20 minutes) and the contents are passed through a silica gel plug to afford 1.07 g (72%) of analytically pure 2,3-dimethoxy-6-chloro-1,4-naphthoquinone, mp 127°-130° C. The reactants are CCOP(=O)(OCC)On1nnc2ccccc2c1=O, CCN(C(C)C)C(C)C, O=C(O)C(=O)c1c[nH]c2c(-n3ccnn3)ncc(F)c12, CN(C)C=O, N#CC(C#N)=C(c1ccccc1)N1CCNCC1. The product is N#CC(C#N)=C(c1ccccc1)N1CCN(C(=O)C(=O)c2c[nH]c3c(-n4ccnn4)ncc(F)c23)CC1. As a reaction SMILES: [CH2:39]([O:40][P:41]([O:42][n:43]1[c:44](=[O:45])[c:46]2[cH:47][cH:48][cH:49][cH:50][c:51]2[n:52][n:53]1)([O:54][CH2:55][CH3:56])=[O:57])[CH3:58].[CH:59]([N:60]([CH2:61][CH3:62])[CH:63]([CH3:64])[CH3:65])([CH3:66])[CH3:67].[F:1][c:2]1[c:3]2[c:4]([c:5](-[n:8]3[n:9][n:10][cH:11][cH:12]3)[n:6][cH:7]1)[nH:13][cH:14][c:15]2[C:16]([C:17](=[O:18])[OH:19])=[O:20].[O:68]=[CH:69][N:70]([CH3:71])[CH3:72].[c:21]1([C:27](=[C:28]([C:29]#[N:30])[C:31]#[N:32])[N:33]2[CH2:34][CH2:35][NH:36][CH2:37][CH2:38]2)[cH:22][cH:23][cH:24][cH:25][cH:26]1>>[F:1][c:2]1[c:3]2[c:4]([c:5](-[n:8]3[n:9][n:10][cH:11][cH:12]3)[n:6][cH:7]1)[nH:13][cH:14][c:15]2[C:16]([C:17](=[O:19])[N:36]1[CH2:35][CH2:34][N:33]([C:27]([c:21]2[cH:22][cH:23][cH:24][cH:25][cH:26]2)=[C:28]([C:29]#[N:30])[C:31]#[N:32])[CH2:38][CH2:37]1)=[O:20]. Reactants: OP(=O)([O-])[O-].[K+].[K+] (K2HPO4), OP(=O)(O)[O-].[K+] (KH2PO4). Run in O (water), O (water). Product: OP(=O)([O-])[O-].[K+].[K+].OP(=O)(O)[O-].[K+] (K2HPO4 KH2PO4). RXN SMILES: [OH:1][P:2]([O-:5])([O-:4])=[O:3].[K+:6].[K+].[OH:8][P:9]([O-:12])([OH:11])=[O:10].[K+]>O>[OH:3][P:2]([O-:5])([O-:4])=[O:1].[K+:6].[K+:6].[OH:10][P:9]([O-:12])([OH:11])=[O:8].[K+:6] |f:0.1.2,3.4,6.7.8.9.10|. Procedure: 17.70 g (0.102 mole) of K2HPO4 and 2.30 g (0.0169 mole) of KH2PO4 were dissolved in water and brought to a total weight of 100 g. The resulting solution was diluted 1 to 5 with water to give a 4% (w/w) solution having a pH of 7.92. Starting materials: C1OCC12CNC2 (2-oxa-6-aza-spiro[3.3]heptane), COC(=O)C1=NN(C=C1NC(=O)C1=NC(=CC=C1NC=1C=NC=NC1)C1CC1)C (4-{[6-cyclopropyl-3-(pyrimidin-5-ylamino)-pyridine-2-carbonyl]-amino}-1-methyl-1H-pyrazole-3-carboxylic acid methyl ester). Product: CN1N=C(C(=C1)NC(=O)C1=NC(=CC=C1NC=1C=NC=NC1)C1CC1)C(=O)N1CC2(COC2)C1 (6-Cyclopropyl-3-(pyrimidin-5-ylamino)-pyridine-2-carboxylic acid [1-methyl-3-(2-oxa-6-aza-spiro[3.3]heptane-6-carbonyl)-1H-pyrazol-4-yl]-amide). Isolated yield 5.0%. As a reaction SMILES: [CH2:1]1[C:4]2([CH2:7][NH:6][CH2:5]2)[CH2:3][O:2]1.C[O:9][C:10]([C:12]1[C:16]([NH:17][C:18]([C:20]2[C:25]([NH:26][C:27]3[CH:28]=[N:29][CH:30]=[N:31][CH:32]=3)=[CH:24][CH:23]=[C:22]([CH:33]3[CH2:35][CH2:34]3)[N:21]=2)=[O:19])=[CH:15][N:14]([CH3:36])[N:13]=1)=O>>[CH3:36][N:14]1[CH:15]=[C:16]([NH:17][C:18]([C:20]2[C:25]([NH:26][C:27]3[CH:32]=[N:31][CH:30]=[N:29][CH:28]=3)=[CH:24][CH:23]=[C:22]([CH:33]3[CH2:34][CH2:35]3)[N:21]=2)=[O:19])[C:12]([C:10]([N:6]2[CH2:7][C:4]3([CH2:3][O:2][CH2:1]3)[CH2:5]2)=[O:9])=[N:13]1. Procedure details: According to the general method described in step 5 of example 27, reaction of 2-oxa-6-aza-spiro[3.3]heptane with 4-{[6-cyclopropyl-3-(pyrimidin-5-ylamino)-pyridine-2-carbonyl]-amino}-1-methyl-1H-pyrazole-3-carboxylic acid methyl ester provided the title compound (5%) as sticky yellow solid. The reagents and catalysts are [Pt](=O)=O (platinum(IV)oxide). Starting materials: C1(=CC=CC=C1)C[C@H](C(=O)O)O (3-phenyl-D-lactic acid), C1(=CC=CC=C1)C[C@H](C(=O)O)O (3-phenyl-D-lactic acid). The product is C1(CCCCC1)C[C@H](C(=O)O)O (3-Cyclohexyl-D-lactic acid). Procedure details: 5 g (30.1 mmole) of 3-phenyl-D-lactic acid [Rf (2)=0.45-0.55] is dissolved in 70 ml of acetic acid and submitted to hydrogenation in the presence of 0.25 g of platinum(IV)oxide catalyst in the temperature range of 40° to 50° C. The reaction is monitored by thin-layer chromatography [final product: Rf (2)=0.6-0.7]. After completed reaction the catalyst is filtered off, the filtrate is evaporated from a water bath at a temperature not higher than 40° C., at 20-25 millibar. Then 20 ml of toluene is... Run in C(C)(=O)O (acetic acid). As a reaction SMILES: [C:1]1([CH2:7][C@@H:8]([OH:12])[C:9]([OH:11])=[O:10])[CH:6]=[CH:5][CH:4]=[CH:3][CH:2]=1>C(O)(=O)C.[Pt](=O)=O>[CH:1]1([CH2:7][C@@H:8]([OH:12])[C:9]([OH:11])=[O:10])[CH2:6][CH2:5][CH2:4][CH2:3][CH2:2]1. The reactants are COC(=O)c1ccc(OCC(=NO)c2ccc(N3CCCC3)c(C(C)(C)C)c2)cc1, [Na+], [OH-]. RXN SMILES: [C:1]([CH3:2])([CH3:3])([CH3:4])[c:5]1[cH:6][c:7]([C:16]([CH2:17][O:18][c:19]2[cH:20][cH:21][c:22]([C:23](=[O:24])[O:25][CH3:26])[cH:27][cH:28]2)=[N:29][OH:30])[cH:8][cH:9][c:10]1[N:11]1[CH2:12][CH2:13][CH2:14][CH2:15]1.[Na+:32].[OH-:31]>>[C:1]([CH3:2])([CH3:3])([CH3:4])[c:5]1[cH:6][c:7]([C:16]([CH2:17][O:18][c:19]2[cH:20][cH:21][c:22]([C:23](=[O:24])[O:25][CH3:26])[cH:27][cH:28]2)=[O:31])[cH:8][cH:9][c:10]1[N:11]1[CH2:12][CH2:13][CH2:14][CH2:15]1. The product is COC(=O)c1ccc(OCC(=O)c2ccc(N3CCCC3)c(C(C)(C)C)c2)cc1. Solvent: C1CCOC1 (THF). Run at temperature 50 celsius, time 14.5 hour. Procedure: To a solution of (4-bromobenzyloxy)(tert-butyl)dimethylsilane (3.080 g) in THF (20 mL) were added Mg (0.288 g) and I2 (cat) at room temperature under an Ar atmosphere. The mixture was heated at 50° C. for 1 hour, and then cooled to room temperature. To the mixture was added 1,2-epoxypropane (0.77 mL) at room temperature under an Ar atmosphere, and the mixture was stirred at room temperature for 14.5 hours, and then heated at 50° C. for 1 hour, and then cooled to room temperature. To the mixture ... The product is [Si](C)(C)(C(C)(C)C)OCC1=CC=C(C=C1)CC(C)O (1-[4-({[tert-butyl(dimethyl)silyl]oxy}methyl)phenyl]propan-2-ol). As a reaction SMILES: Br[C:2]1[CH:16]=[CH:15][C:5]([CH2:6][O:7][Si:8]([C:11]([CH3:14])([CH3:13])[CH3:12])([CH3:10])[CH3:9])=[CH:4][CH:3]=1.II.[O:19]1[CH:21]([CH3:22])[CH2:20]1.[NH4+].[Cl-]>C1COCC1>[Si:8]([O:7][CH2:6][C:5]1[CH:15]=[CH:16][C:2]([CH2:20][CH:21]([OH:19])[CH3:22])=[CH:3][CH:4]=1)([C:11]([CH3:14])([CH3:13])[CH3:12])([CH3:10])[CH3:9] |f:3.4|. Starting materials: BrC1=CC=C(CO[Si](C)(C)C(C)(C)C)C=C1 ((4-bromobenzyloxy)(tert-butyl)dimethylsilane), Mg, II (I2), O1CC1C (1,2-epoxypropane), [NH4+].[Cl-] (NH4Cl). The reactants are Cc1ccc([N+](=O)[O-])cc1CBr, C1CCOC1, C[Si](C)(C)[N-][Si](C)(C)C, O=C(Nc1cc[nH]n1)c1c(F)cccc1F, [Li+]. Product: Cc1ccc([N+](=O)[O-])cc1Cn1ccc(NC(=O)c2c(F)cccc2F)n1. As a reaction SMILES: [Br:27][CH2:28][c:29]1[c:30]([CH3:38])[cH:31][cH:32][c:33]([N+:35](=[O:36])[O-:37])[cH:34]1.[CH2:39]1[O:40][CH2:41][CH2:42][CH2:43]1.[CH3:17][Si:18]([N-:19][Si:20]([CH3:21])([CH3:22])[CH3:23])([CH3:24])[CH3:25].[F:1][c:2]1[c:3]([C:4](=[O:5])[NH:6][c:7]2[n:8][nH:9][cH:10][cH:11]2)[c:12]([F:16])[cH:13][cH:14][cH:15]1.[Li+:26]>>[F:1][c:2]1[c:3]([C:4](=[O:5])[NH:6][c:7]2[n:8][n:9]([CH2:28][c:29]3[c:30]([CH3:38])[cH:31][cH:32][c:33]([N+:35](=[O:36])[O-:37])[cH:34]3)[cH:10][cH:11]2)[c:12]([F:16])[cH:13][cH:14][cH:15]1.